This data is from the Open Reaction Database (ORD), a public repository of structured organic reaction records. The task is: describe an organic reaction: reactants, conditions, products, and yield Reactants: NC1=C(C=C(C=C1)[N+](=O)[O-])O (2-amino-5-nitro-phenol), BrBr (bromine). The solvent is C(C)#N (ACN). Product: NC1=C(C=C(C=C1Br)[N+](=O)[O-])O (2-amino-3-bromo-5-nitro-phenol). Isolated yield 85.2%. As a reaction SMILES: [NH2:1][C:2]1[CH:7]=[CH:6][C:5]([N+:8]([O-:10])=[O:9])=[CH:4][C:3]=1[OH:11].[Br:12]Br>C(#N)C>[NH2:1][C:2]1[C:7]([Br:12])=[CH:6][C:5]([N+:8]([O-:10])=[O:9])=[CH:4][C:3]=1[OH:11]. Reported procedure: To a solution of 2-amino-5-nitro-phenol (500 g, 3.24 mol) in ACN (12 L) was added bromine (290 mL, 5.63 mol) drop wise over a period of 30 min under stirring. The resulting mixture was stirred at 30-35° C. for 1 h. After the completion of the reaction (by TLC), solvent was evaporated till dryness. Hexane was added (2 L) and the mixture evaporated to remove solvent traces. Hexane (5 L) was added again to the residue and the mixture stirred for 1 h then filtered. The resulting solid (1102 g) was w... Starting materials: COC=1C=C2C=CC=NC2=C(C1)N (6-methoxyquinolin-8-amine), [N+](=O)([O-])C1=C(C=CC(=C1)C)S(=O)(=O)Cl (2-nitro-4-methylbenzenesulfonyl chloride), COC=1C=C2C=CC=NC2=C(C1)N (6-methoxyquinolin-8-amine), [N+](=O)([O-])C1=C(C=CC(=C1)C)S(=O)(=O)Cl (2-nitro-4-methylbenzenesulfonyl chloride). Yields the product COC=1C=C2C=CC=NC2=C(C1)NS(=O)(=O)C1=C(C=C(C=C1)C)[N+](=O)[O-] (N-(6-Methoxyquinolin-8-yl)-4-methyl-2-nitrobenzenesulfonamide). Yield: 58.2%. As a reaction SMILES: [CH3:1][O:2][C:3]1[CH:4]=[C:5]2[C:10](=[C:11]([NH2:13])[CH:12]=1)[N:9]=[CH:8][CH:7]=[CH:6]2.[N+:14]([C:17]1[CH:22]=[C:21]([CH3:23])[CH:20]=[CH:19][C:18]=1[S:24](Cl)(=[O:26])=[O:25])([O-:16])=[O:15]>>[CH3:1][O:2][C:3]1[CH:4]=[C:5]2[C:10](=[C:11]([NH:13][S:24]([C:18]3[CH:19]=[CH:20][C:21]([CH3:23])=[CH:22][C:17]=3[N+:14]([O-:16])=[O:15])(=[O:25])=[O:26])[CH:12]=1)[N:9]=[CH:8][CH:7]=[CH:6]2. Procedure details: In a similar fashion using route 14 general procedure 26, 6-methoxyquinolin-8-amine (Intermediate 23) (120 mg, 0.69 mmol) and 4-methyl-2-nitrobenzenesulfonyl chloride (Intermediate 20) (186 mg, 1.03 mmol) gave the title compound (150 mg, 58%) after purification by column chromatography with DCM as the eluent.